The task is: describe an organic reaction: reactants, conditions, products, and yield. This data is from the Open Reaction Database (ORD), a public repository of structured organic reaction records. Starting materials: C(C)OC1=C(C=CC=C1)N1CCN(CC1)CCC1OCCC2=CC(=CC=C12)Br (1-(2-Ethoxyphenyl)-4-[2-(6-bromoisochroman-1-yl)-ethyl]piperazine), C(C(=O)Cl)(=O)Cl (oxalyl chloride), C(C)(C)(C)[Li] (t-butyllithium), hexanes, [Cl-].[NH4+] (ammonium chloride), hydrochloride salt. Reagents/catalysts: CN(C)C=O (DMF). Solvent: C1CCOC1 (THF), C1CCOC1 (THF). Run at time 5 minute. Product: C(C)OC1=C(C=CC=C1)N1CCN(CC1)CCC1OCCC2=CC(=CC=C12)C(=O)N (1-(2-Ethoxyphenyl)-4-[2-(6-aminocarbonylisochroman-1-yl)-ethyl]piperazine). As a reaction SMILES: C([Li])(C)(C)C.[CH2:6]([O:8][C:9]1[CH:14]=[CH:13][CH:12]=[CH:11][C:10]=1[N:15]1[CH2:20][CH2:19][N:18]([CH2:21][CH2:22][CH:23]2[C:32]3[C:27](=[CH:28][C:29](Br)=[CH:30][CH:31]=3)[CH2:26][CH2:25][O:24]2)[CH2:17][CH2:16]1)[CH3:7].[C:34](Cl)(=[O:38])C(Cl)=O.[Cl-].[NH4+:41]>C1COCC1.CN(C=O)C>[CH2:6]([O:8][C:9]1[CH:14]=[CH:13][CH:12]=[CH:11][C:10]=1[N:15]1[CH2:20][CH2:19][N:18]([CH2:21][CH2:22][CH:23]2[C:32]3[C:27](=[CH:28][C:29]([C:34]([NH2:41])=[O:38])=[CH:30][CH:31]=3)[CH2:26][CH2:25][O:24]2)[CH2:17][CH2:16]1)[CH3:7] |f:3.4|. Reported procedure: A dry 25 ml round bottom flask is charged with THF (2 ml) and cooled to -78°. t-butyllithium in hexanes (1.6 M, 1.18 ml, 2 mmol) is added at once via syringe and stirred for 5 min. A solution of 1-(2-ethoxyphenyl)-4-[2-(6-bromoisochroman-1-yl)-ethyl]piperazine (CXXVI, EXAMPLE 126) in THF (3 ml) is added via canula, and stirred for another 10 min. Dry carbon dioxide gas is bubbled through the reaction mixture for 10 min, while maintaining the dry ice/acetone cooling bath. The reaction mixture is ...